The task is: describe an organic reaction: reactants, conditions, products, and yield. This data is from the Open Reaction Database (ORD), a public repository of structured organic reaction records. Starting materials: [BH4-], COC(=O)c1ccc(C(=O)O)cc1SCc1ccccc1, Cl, [Na+], C1CCOC1, O. The product is COC(=O)c1ccc(CO)cc1SCc1ccccc1. Reaction SMILES: [BH4-:27].[CH2:1]([c:2]1[cH:3][cH:4][cH:5][cH:6][cH:7]1)[S:8][c:9]1[cH:10][c:11]([C:12](=[O:13])[OH:14])[cH:15][cH:16][c:17]1[C:18](=[O:19])[O:20][CH3:21].[ClH:29].[Na+:28].[O:22]1[CH2:23][CH2:24][CH2:25][CH2:26]1.[OH2:30]>>[CH2:1]([c:2]1[cH:3][cH:4][cH:5][cH:6][cH:7]1)[S:8][c:9]1[cH:10][c:11]([CH2:12][OH:13])[cH:15][cH:16][c:17]1[C:18](=[O:19])[O:20][CH3:21]. The reactants are BrCCOCCBr, COC(=O)c1cccc(CC#N)c1, CS(C)=O, [H-], [Na+]. The product is COC(=O)c1cccc(C2(C#N)CCOCC2)c1. Reaction SMILES: [Br:16][CH2:17][CH2:18][O:19][CH2:20][CH2:21][Br:22].[C:1](#[N:2])[CH2:3][c:4]1[cH:5][c:6]([C:7](=[O:8])[O:9][CH3:10])[cH:11][cH:12][cH:13]1.[CH3:23][S:24](=[O:25])[CH3:26].[H-:14].[Na+:15]>>[C:1](#[N:2])[C:3]1([c:4]2[cH:5][c:6]([C:7](=[O:8])[O:9][CH3:10])[cH:11][cH:12][cH:13]2)[CH2:17][CH2:18][O:19][CH2:20][CH2:21]1. Starting materials: COC(=O)C=1C=NC(=NC1)N (2-Amino-pyrimidine-5-carboxylic acid methyl ester), Cl (hydrochloric acid), C(Cl)Cl (CH2Cl2), N(=O)[O-].[Na+] (NaNO2), ice water, crude compound. The reagents and catalysts are [Cl-].[Cl-].[Zn+2] (ZnCl2). Solvent: CCCCCC (hexane). Conditions: temperature 17.5 celsius, time 0.5 hour. Product: ClC1=NC=C(C=N1)C(=O)OC (Methyl 2-chloropyrimidine-5-carboxylate). As a reaction SMILES: [CH3:1][O:2][C:3]([C:5]1[CH:6]=[N:7][C:8](N)=[N:9][CH:10]=1)=[O:4].Cl.C(Cl)[Cl:14].N([O-])=O.[Na+]>CCCCCC.[Cl-].[Cl-].[Zn+2]>[Cl:14][C:8]1[N:7]=[CH:6][C:5]([C:3]([O:2][CH3:1])=[O:4])=[CH:10][N:9]=1 |f:3.4,6.7.8|. Reported procedure: Compound 207 (7 g, 0.046 mol) was added to a mixture of concentrated hydrochloric acid (15.2 mL) and CH2Cl2 (60 mL). After cooling, ZnCl2 (18.6 g, 0.138 mol) was added at 15-20° C. The mixture was stirred at 15-20° C. for 0.5 h and cooled to 5-10° C. NaNO2 (9.5 g, 0.138 mol) was added portion wise while keeping the internal temperature 5-10° C. The reaction was continued for ˜2 h. The reaction mixture was poured into ice-water (50 mL). The organic layer was separated and the aqueous phase was ex...